Task: describe an organic reaction: reactants, conditions, products, and yield. Dataset: the Open Reaction Database (ORD), a public repository of structured organic reaction records The reactants are S(=O)([O-])[O-].[Na+].[Na+] (sodium sulfite), C(C)(C)C12CC3CC(CC(C1)C3)C2 (Isopropyl Adamantane), BrBr (bromine), BrBr (bromine). Product: BrC12CC3(CC(CC(C1)C3)C2)C(C)C (1-Bromo-3-isopropyl Adamantane). The yield is 83.0%. As a reaction SMILES: [CH:1]([C:4]12[CH2:13][CH:8]3[CH2:9][CH:10]([CH2:12][CH:6]([CH2:7]3)[CH2:5]1)[CH2:11]2)([CH3:3])[CH3:2].[Br:14]Br.S([O-])([O-])=O.[Na+].[Na+]>>[Br:14][C:6]12[CH2:12][CH:10]3[CH2:9][CH:8]([CH2:13][C:4]([CH:1]([CH3:3])[CH3:2])([CH2:11]3)[CH2:5]1)[CH2:7]2 |f:2.3.4|. Procedure details: Mix 0.034 mol of isopropyl adamantane (IV) with a ten times excess of bromine (0.33 mol). Heat slowly and stir under reflux for 4 h. Subsequently, allow to cool and pour onto ice water. Decompose the excess bromine with sodium sulfite until the aqueous solution has discolored. Then extract with ether, wash the combined organic phases with sodium bicarbonate solution, dry with magnesium sulfate, filter and evaporate to dryness under vacuum. Recrystallize the residue from methanol. (Yield: 83%). Reactants: NC[C@@H](C)O ((R)-1-amino-2-propanol), O=CCC1C2(C3=CC=C(C=C3C1=O)C)CCCC2 ((RS)-2'-(2-oxoethyl)-5'-methyl-2',3'-dihydro-spiro[cyclopentane-1,1'-[1H]indene]-3'-one), O (water). The reagents and catalysts are C1(=CC=C(C=C1)S(=O)(=O)O)C (p-toluenesulfonic acid). The solvent is C1(=CC=CC=C1)C (toluene), C1(=CC=CC=C1)C (toluene). Reaction conditions: time 45 minute. The product is CC1=CC=C2C3(C4=C(N(C=C4)C[C@@H](C)O)C2=C1)CCCC3 ((R)-1-[7'-methyl-1',4'-dihydro-spiro[cyclopentane-1,4'-indeno[1,2-b]pyrrole]-1'-yl]-propan-2-ol). Isolated yield 73.3%. Reaction SMILES: O=[CH:2][CH2:3][CH:4]1[C:12](=O)[C:11]2[C:6](=[CH:7][CH:8]=[C:9]([CH3:14])[CH:10]=2)[C:5]21[CH2:18][CH2:17][CH2:16][CH2:15]2.O.[NH2:20][CH2:21][C@H:22]([OH:24])[CH3:23]>C1(C)C=CC=CC=1.C1(C)C=CC(S(O)(=O)=O)=CC=1>[CH3:14][C:9]1[CH:10]=[C:11]2[C:6]([C:5]3([CH2:18][CH2:17][CH2:16][CH2:15]3)[C:4]3[CH:3]=[CH:2][N:20]([CH2:21][C@H:22]([OH:24])[CH3:23])[C:12]=32)=[CH:7][CH:8]=1. Procedure details: A solution of 2.42 g of (RS)-2'-(2-oxoethyl)-5'-methyl-2',3'-dihydro-spiro[cyclopentane-1,1'-[1H]indene]-3'-one and 80 mg of p-toluenesulfonic acid in 70 ml of anhydrous toluene was heated on a water separator. A solution of 3.0 g of (R)-1-amino-2-propanol in 20 ml of anhydrous toluene was added dropwise to the boiling solution over a period of 5 minutes. Subsequently, the mixture was boiled for an additional 45 minutes, during which the solvent was reduced to a volume of 20 ml. The cooled react... Yields the product Cc1cc(-c2ccc(Cl)cc2)nc(-c2ccnc(-c3ccc(S(N)(=O)=O)s3)c2)n1. The reactants are Cc1cc(-c2ccc(Cl)cc2)nc(-c2ccnc(-c3ccc(S(=O)(=O)NC(C)(C)C)s3)c2)n1, ClCCl, O=C(O)C(F)(F)F. As a reaction SMILES: [C:1]([CH3:2])([CH3:3])([CH3:4])[NH:5][S:6](=[O:7])(=[O:8])[c:9]1[s:10][c:11](-[c:14]2[n:15][cH:16][cH:17][c:18](-[c:20]3[n:21][c:22]([CH3:33])[cH:23][c:24](-[c:26]4[cH:27][cH:28][c:29]([Cl:32])[cH:30][cH:31]4)[n:25]3)[cH:19]2)[cH:12][cH:13]1.[Cl:41][CH2:42][Cl:43].[F:34][C:35]([F:36])([F:37])[C:38]([OH:39])=[O:40]>>[NH2:5][S:6](=[O:7])(=[O:8])[c:9]1[s:10][c:11](-[c:14]2[n:15][cH:16][cH:17][c:18](-[c:20]3[n:21][c:22]([CH3:33])[cH:23][c:24](-[c:26]4[cH:27][cH:28][c:29]([Cl:32])[cH:30][cH:31]4)[n:25]3)[cH:19]2)[cH:12][cH:13]1. Yields the product ClCC1=C(C(=O)OCCOC2=CC=C(C=C2)C2C(CN(CC2)C(=O)OC(C)(C)C)OCC2=CC3=CC=CC=C3C(=C2)OCOCC[Si](C)(C)C)C=CC=C1 (tert-butyl (3RS,4RS)-4-[4-[2-(2-chloromethyl-benzoyloxy)-ethoxy]-phenyl]-3-[4-(2-trimethylsilanyl-ethoxymethoxy)-naphthalen-2-ylmethoxy]-piperidine-1-carboxylate). Reaction SMILES: [OH:1][CH2:2][CH2:3][O:4][C:5]1[CH:10]=[CH:9][C:8]([CH:11]2[CH2:16][CH2:15][N:14]([C:17]([O:19][C:20]([CH3:23])([CH3:22])[CH3:21])=[O:18])[CH2:13][CH:12]2[O:24][CH2:25][C:26]2[CH:35]=[C:34]([O:36][CH2:37][O:38][CH2:39][CH2:40][Si:41]([CH3:44])([CH3:43])[CH3:42])[C:33]3[C:28](=[CH:29][CH:30]=[CH:31][CH:32]=3)[CH:27]=2)=[CH:7][CH:6]=1.[Cl:45][CH2:46][C:47]1[CH:55]=[CH:54][CH:53]=[CH:52][C:48]=1[C:49](Cl)=[O:50]>>[Cl:45][CH2:46][C:47]1[CH:55]=[CH:54][CH:53]=[CH:52][C:48]=1[C:49]([O:1][CH2:2][CH2:3][O:4][C:5]1[CH:6]=[CH:7][C:8]([CH:11]2[CH2:16][CH2:15][N:14]([C:17]([O:19][C:20]([CH3:23])([CH3:22])[CH3:21])=[O:18])[CH2:13][CH:12]2[O:24][CH2:25][C:26]2[CH:35]=[C:34]([O:36][CH2:37][O:38][CH2:39][CH2:40][Si:41]([CH3:44])([CH3:43])[CH3:42])[C:33]3[C:28](=[CH:29][CH:30]=[CH:31][CH:32]=3)[CH:27]=2)=[CH:9][CH:10]=1)=[O:50]. Reactants: OCCOC1=CC=C(C=C1)C1C(CN(CC1)C(=O)OC(C)(C)C)OCC1=CC2=CC=CC=C2C(=C1)OCOCC[Si](C)(C)C (tert-butyl (3RS,4RS)-4-[4-(2-hydroxy-ethoxy)-phenyl]-3-[4-(2-trimethylsilanyl-ethoxymethoxy)-naphthalen-2-ylmethoxy]-piperidine-1-carboxylate), ClCC1=C(C(=O)Cl)C=CC=C1 (2-chloromethyl-benzoyl chloride). Procedure details: In an analogous manner to that described in Example 22(k), by acylating tert-butyl (3RS,4RS)-4-[4-(2-hydroxy-ethoxy)-phenyl]-3-[4-(2-trimethylsilanyl-ethoxymethoxy)-naphthalen-2-ylmethoxy]-piperidine-1-carboxylate with 2-chloromethyl-benzoyl chloride there was obtained tert-butyl (3RS,4RS)-4-[4-[2-(2-chloromethyl-benzoyloxy)-ethoxy]-phenyl]-3-[4-(2-trimethylsilanyl-ethoxymethoxy)-naphthalen-2-ylmethoxy]-piperidine-1-carboxylate as a colourless solid; MS: 776 (M+H)+. Starting materials: CCN1CCCC1=N, O=C=Nc1cccc(Cl)c1, Cl, c1ccccc1. Product: CCN1CCCC1=NC(=O)Nc1cccc(Cl)c1. RXN SMILES: [CH2:2]([CH3:3])[N:4]1[C:5](=[NH:9])[CH2:6][CH2:7][CH2:8]1.[Cl:10][c:11]1[cH:12][c:13]([N:17]=[C:18]=[O:19])[cH:14][cH:15][cH:16]1.[ClH:1].[cH:20]1[cH:21][cH:22][cH:23][cH:24][cH:25]1>>[CH2:2]([CH3:3])[N:4]1[C:5](=[N:9][C:18]([NH:17][c:13]2[cH:12][c:11]([Cl:10])[cH:16][cH:15][cH:14]2)=[O:19])[CH2:6][CH2:7][CH2:8]1. Starting materials: O=C1CN(c2cccc(-n3cc(-c4ccc(Cl)cc4Cl)nc3Cc3ccc(Br)cc3)c2)S(=O)(=O)N1, CCCCCCC=CB(O)O. Product: CCCCCCC=Cc1ccc(Cc2nc(-c3ccc(Cl)cc3Cl)cn2-c2cccc(N3CC(=O)NS3(=O)=O)c2)cc1. As a reaction SMILES: [Br:1][c:2]1[cH:3][cH:4][c:5]([CH2:6][c:7]2[n:8](-[c:20]3[cH:21][c:22]([N:26]4[CH2:27][C:28](=[O:33])[NH:29][S:30]4(=[O:31])=[O:32])[cH:23][cH:24][cH:25]3)[cH:9][c:10](-[c:12]3[c:13]([Cl:19])[cH:14][c:15]([Cl:18])[cH:16][cH:17]3)[n:11]2)[cH:34][cH:35]1.[CH:36](=[CH:37][CH2:38][CH2:39][CH2:40][CH2:41][CH2:42][CH3:43])[B:44]([OH:45])[OH:46]>>[c:2]1([CH:36]=[CH:37][CH2:38][CH2:39][CH2:40][CH2:41][CH2:42][CH3:43])[cH:3][cH:4][c:5]([CH2:6][c:7]2[n:8](-[c:20]3[cH:21][c:22]([N:26]4[CH2:27][C:28](=[O:33])[NH:29][S:30]4(=[O:31])=[O:32])[cH:23][cH:24][cH:25]3)[cH:9][c:10](-[c:12]3[c:13]([Cl:19])[cH:14][c:15]([Cl:18])[cH:16][cH:17]3)[n:11]2)[cH:34][cH:35]1. The reactants are C(CCCCC)SC1=NN2C(=NC(=CC2=O)I)S1 (2-hexylthio-7-iodo-5H-1,3,4-thiadiazolo[3,2-a]pyrimidin-5-one), [Cu](C#N)C#N (copper cyanide), [C-]#N.[Na+] (sodium cyanide). Solvent: CN(C=O)C (dimethylformamide). Conditions: temperature 100 celsius, time 1 hour. Product: C(#N)C=1N=C2N(C(C1)=O)N=C(S2)SCCCCCC (7-cyano-2-hexylthio-5H-1,3,4-thiadiazolo[3,2-a]pyrimidin-5-one). The yield is 51.5%. RXN SMILES: [CH2:1]([S:7][C:8]1[S:18][C:11]2=[N:12][C:13](I)=[CH:14][C:15](=[O:16])[N:10]2[N:9]=1)[CH2:2][CH2:3][CH2:4][CH2:5][CH3:6].[Cu](C#N)[C:20]#[N:21].[C-]#N.[Na+]>CN(C)C=O>[C:20]([C:13]1[N:12]=[C:11]2[S:18][C:8]([S:7][CH2:1][CH2:2][CH2:3][CH2:4][CH2:5][CH3:6])=[N:9][N:10]2[C:15](=[O:16])[CH:14]=1)#[N:21] |f:2.3|. Reported procedure: In 100 ml of dimethylformamide, 6 g of 2-hexylthio-7-iodo-5H-1,3,4-thiadiazolo[3,2-a]pyrimidin-5-one was dissolved. To this solution, 1.77 g of copper cyanide and 0.97 g of sodium cyanide were added and the solution was stirred at 100° C. for 1 hour. After the reaction mixture was cooled to room temperature, it was extracted with chloroform and water. The organic layer was washed with water and dried over anhydrous sodium sulfate. Florisil® was added to the organic layer and it was shaken. The s... Starting materials: O1CCOCC1 (dioxane), C(=O)([O-])[O-].[Na+].[Na+] (Na2CO3), BrC1=CC=C(C#N)C=C1 (4-bromobenzonitrile), CC1(OB(OC1(C)C)C1=CCN(CC1)C(=O)OC(C)(C)C)C (tert-butyl 4-(4,4,5,5-tetramethyl-1,3,2-dioxaborolan-2-yl)-5,6-dihydropyridine-1(2H)-carboxylate). Reagents/catalysts: C1=CC=C(C=C1)P([C-]2C=CC=C2)C3=CC=CC=C3.C1=CC=C(C=C1)P([C-]2C=CC=C2)C3=CC=CC=C3.Cl[Pd]Cl.[Fe+2].C(Cl)Cl (PdCl2(dppf) CH2Cl2). Solvent: O (water). Reaction conditions: temperature 110 celsius, time 15 minute. Product: C(#N)C1=CC=C(C=C1)C1=CCN(CC1)C(=O)OC(C)(C)C (tert-butyl 4-(4-cyanophenyl)-5,6-dihydropyridine-1(2H)-carboxylate). The yield is 84.8%. Reaction SMILES: CC1(C)C(C)(C)OB([C:9]2[CH2:14][CH2:13][N:12]([C:15]([O:17][C:18]([CH3:21])([CH3:20])[CH3:19])=[O:16])[CH2:11][CH:10]=2)O1.O1CCOCC1.C([O-])([O-])=O.[Na+].[Na+].Br[C:36]1[CH:43]=[CH:42][C:39]([C:40]#[N:41])=[CH:38][CH:37]=1>C1C=CC(P(C2C=CC=CC=2)[C-]2C=CC=C2)=CC=1.C1C=CC(P(C2C=CC=CC=2)[C-]2C=CC=C2)=CC=1.Cl[Pd]Cl.[Fe+2].C(Cl)Cl.O>[C:40]([C:39]1[CH:42]=[CH:43][C:36]([C:9]2[CH2:14][CH2:13][N:12]([C:15]([O:17][C:18]([CH3:19])([CH3:20])[CH3:21])=[O:16])[CH2:11][CH:10]=2)=[CH:37][CH:38]=1)#[N:41] |f:2.3.4,6.7.8.9.10|. Reported procedure: To a 40 mL vial charged with tert-butyl 4-(4,4,5,5-tetramethyl-1,3,2-dioxaborolan-2-yl)-5,6-dihydropyridine-1(2H)-carboxylate (500.00 mg, 1617 μmol) was added dioxane (3.2 mL, 1617 μmol), Na2CO3 (3.234 mL, 647 μmol) and 4-bromobenzonitrile (294.3 mg, 1617 μmol). The reaction mixture was purged with nitrogen prior to the addition of PdCl2(dppf)-CH2Cl2 (132.1 mg, 162 μmol). The reaction mixture was heated to 110° C. for 24 h. The dark reaction mixture was cooled to RT and water was added. The resu... The reactants are ClCCl, O=C(O)C(F)(F)F, [K+], CC(C)(C)OC(=O)N1Cc2ccccc2C2(CCN(C3CC4CCC(C3)N4C(=O)OC3CCOC3)CC2)C1, [OH-], O. Product: O=C(OC1CCOC1)N1C2CCC1CC(N1CCC3(CC1)CNCc1ccccc13)C2. As a reaction SMILES: [Cl:48][CH2:49][Cl:50].[F:39][C:40]([F:41])([F:42])[C:43]([OH:44])=[O:45].[K+:47].[O:1]1[CH2:2][CH:3]([O:6][C:7](=[O:8])[N:9]2[CH:10]3[CH2:11][CH:12]([N:17]4[CH2:18][CH2:19][C:20]5([CH2:21][N:22]([C:30]([O:31][C:32]([CH3:33])([CH3:34])[CH3:35])=[O:36])[CH2:23][c:24]6[cH:25][cH:26][cH:27][cH:28][c:29]65)[CH2:37][CH2:38]4)[CH2:13][CH:14]2[CH2:15][CH2:16]3)[CH2:4][CH2:5]1.[OH-:46].[OH2:51]>>[O:1]1[CH2:2][CH:3]([O:6][C:7](=[O:8])[N:9]2[CH:10]3[CH2:11][CH:12]([N:17]4[CH2:18][CH2:19][C:20]5([CH2:21][NH:22][CH2:23][c:24]6[cH:25][cH:26][cH:27][cH:28][c:29]65)[CH2:37][CH2:38]4)[CH2:13][CH:14]2[CH2:15][CH2:16]3)[CH2:4][CH2:5]1. Reactants: B, C1CCOC1, Cc1ccccc1, CO, CCOC(C)=O, CC(C)(C)OC(=O)N1CCCC(C(=O)c2ccc(F)c(Cl)c2)C1. Yields the product CC(C)(C)OC(=O)N1CCCC(C(O)c2ccc(F)c(Cl)c2)C1. Reaction SMILES: [BH3:33].[CH2:34]1[O:35][CH2:36][CH2:37][CH2:38]1.[CH3:1][c:2]1[cH:3][cH:4][cH:5][cH:6][cH:7]1.[CH3:31][OH:32].[CH3:39][CH2:40][O:41][C:42]([CH3:43])=[O:44].[Cl:8][c:9]1[cH:10][c:11]([C:12](=[O:13])[CH:14]2[CH2:15][N:16]([C:20](=[O:21])[O:22][C:23]([CH3:24])([CH3:25])[CH3:26])[CH2:17][CH2:18][CH2:19]2)[cH:27][cH:28][c:29]1[F:30]>>[Cl:8][c:9]1[cH:10][c:11]([CH:12]([OH:13])[CH:14]2[CH2:15][N:16]([C:20](=[O:21])[O:22][C:23]([CH3:24])([CH3:25])[CH3:26])[CH2:17][CH2:18][CH2:19]2)[cH:27][cH:28][c:29]1[F:30].